This data is from the Open Reaction Database (ORD), a public repository of structured organic reaction records. The task is: describe an organic reaction: reactants, conditions, products, and yield Reactants: CN(C)C=O, Clc1nccc2ccccc12, [H-], [Na+], c1cnc2[nH]ccc2c1. Product: c1ccc2c(-n3ccc4cccnc43)nccc2c1. RXN SMILES: [CH3:23][N:24]([CH3:25])[CH:26]=[O:27].[Cl:12][c:13]1[n:14][cH:15][cH:16][c:17]2[cH:18][cH:19][cH:20][cH:21][c:22]12.[H-:1].[Na+:2].[nH:3]1[cH:4][cH:5][c:6]2[c:7]1[n:8][cH:9][cH:10][cH:11]2>>[n:3]1(-[c:13]2[n:14][cH:15][cH:16][c:17]3[cH:18][cH:19][cH:20][cH:21][c:22]23)[cH:4][cH:5][c:6]2[c:7]1[n:8][cH:9][cH:10][cH:11]2.